Dataset: the Open Reaction Database (ORD), a public repository of structured organic reaction records. Task: describe an organic reaction: reactants, conditions, products, and yield The reactants are CCCS(=O)(=O)Nc1ccc(F)c(C(=O)Nc2cnc3[nH]cc(C(O)c4ccc(Cl)cc4)c3c2)c1F, ClC(Cl)Cl, O=[Mn]=O. Product: CCCS(=O)(=O)Nc1ccc(F)c(C(=O)Nc2cnc3[nH]cc(C(=O)c4ccc(Cl)cc4)c3c2)c1F. As a reaction SMILES: [Cl:1][c:2]1[cH:3][cH:4][c:5]([CH:8]([c:9]2[cH:10][nH:11][c:12]3[n:13][cH:14][c:15]([NH:18][C:19]([c:20]4[c:21]([F:34])[c:22]([NH:27][S:28](=[O:29])(=[O:30])[CH2:31][CH2:32][CH3:33])[cH:23][cH:24][c:25]4[F:26])=[O:35])[cH:16][c:17]23)[OH:36])[cH:6][cH:7]1.[Cl:37][CH:38]([Cl:39])[Cl:40].[O:41]=[Mn:42]=[O:43]>>[Cl:1][c:2]1[cH:3][cH:4][c:5]([C:8]([c:9]2[cH:10][nH:11][c:12]3[n:13][cH:14][c:15]([NH:18][C:19]([c:20]4[c:21]([F:34])[c:22]([NH:27][S:28](=[O:29])(=[O:30])[CH2:31][CH2:32][CH3:33])[cH:23][cH:24][c:25]4[F:26])=[O:35])[cH:16][c:17]23)=[O:36])[cH:6][cH:7]1.